Dataset: the Open Reaction Database (ORD), a public repository of structured organic reaction records. Task: describe an organic reaction: reactants, conditions, products, and yield The reactants are C(CCCCCCCCCCCCCCCCC)SC1=CC=C(C=C1)C=CC1=CC=C(C=C1)S(=O)(=O)CCCCCCCCO (4-octadecylthio-4'-[(1-hydroxy)-8-octylsulfonyl]stilbene), BrCCCCCCCCCCCCO (12-bromo-1-dodecanol), 4n, CC1=CC=C(C=C1)S(=O)(=O)CCCOC1OCCCC1 (3-(4-Methylphenyl)sulfonyl-1-tetrahydropyranyloxypropane). The product is CC1=CC=C(C=C1)S(=O)(=O)CCCCCCCCCCCCOC1OCCCC1 (12-(4-methylphenyl)sulfonyl-1-tetrahydropyranyloxydodecane). Reaction SMILES: C(SC1C=CC(C=CC2C=CC(S(CCC[CH2:40][CH2:41][CH2:42][CH2:43][CH2:44][OH:45])(=O)=O)=CC=2)=CC=1)CCCCCCCCCCCCCCCCC.[CH3:46][C:47]1[CH:52]=[CH:51][C:50]([S:53]([CH2:56][CH2:57][CH2:58]OC2CCCCO2)(=[O:55])=[O:54])=[CH:49][CH:48]=1.BrCCC[CH2:70][CH2:71][CH2:72][CH2:73][CH2:74][CH2:75][CH2:76][CH2:77][CH2:78][OH:79]>>[CH3:46][C:47]1[CH:48]=[CH:49][C:50]([S:53]([CH2:56][CH2:57][CH2:58][CH2:70][CH2:71][CH2:72][CH2:73][CH2:74][CH2:75][CH2:76][CH2:77][CH2:78][O:79][CH:40]2[CH2:41][CH2:42][CH2:43][CH2:44][O:45]2)(=[O:54])=[O:55])=[CH:51][CH:52]=1. Procedure: 4-octadecylthio-4'-[(1-hydroxy)-8-octylsulfonyl]stilbene. 4n) As described in Examples 1a and 2a 12-bromo-1-dodecanol gives 12-(4-methylphenyl)sulfonyl-1-tetrahydropyranyloxydodecane. Using this compound similarly gives: Run at time 90 minute. The product is EtOAc hexanes, COC=1C=C(C=CC1OC)CC(=O)C=1SC=CC1 (2-(3,4-dimethoxyphenyl)-1-(thien-2-yl)ethanone). Reactants: [Li]C=1SC=CC1 (2-Lithiothiophene), CN(C(CC1=CC(=C(C=C1)OC)OC)=O)OC (N-methyl-N-methoxy-(3,4-dimethoxyphenyl)acetamide), Cl (HCl). Yield: 50.4%. RXN SMILES: [Li][C:2]1[S:3][CH:4]=[CH:5][CH:6]=1.CN(OC)[C:9](=[O:21])[CH2:10][C:11]1[CH:16]=[CH:15][C:14]([O:17][CH3:18])=[C:13]([O:19][CH3:20])[CH:12]=1.Cl>C1COCC1.CCOCC>[CH3:20][O:19][C:13]1[CH:12]=[C:11]([CH2:10][C:9]([C:2]2[S:3][CH:4]=[CH:5][CH:6]=2)=[O:21])[CH:16]=[CH:15][C:14]=1[O:17][CH3:18]. Run in C1CCOC1 (THF), CCOCC (Et2O). Procedure: 2-Lithiothiophene (1.0 M in THF, 33.0 mL, 33.0 mmol, Aldrich Chemical Co.) was added dropwise to N-methyl-N-methoxy-(3,4-dimethoxyphenyl)acetamide (5.26 g, 22.0 mmol) in anhydrous THF at -78° C. The reaction was allowed to proceed 90 min., then diluted with 100 mL Et2O and poured into 1 N aq. HCl. The aqueous phase was extracted with Et2O and the combined organic fraction was washed with brine, dried (Na2SO4), and concentrated in vacuo. Flash chromatography (25% EtOAc/hexanes) yielded 2.91 g (50... Procedure: A solution of tert-butyl 3(R)-[10-tert-butoxycarbonylamino-1(S)-ethoxycarbonyldecyl]amino-4-oxo-2,3,4,5-tetrahydro-1,5-benzothiazepine-5-acetate (0.3 g) in a hydrogen chloride-ethyl acetate solution (5N, 10 ml) stands for 3 hours at room temperature, and then a mixture of ether and petroleum ether is added. After agitating thoroughly, the supernatant is removed by decantation. The deposited precipitate is dried under reduced pressure to provide 3(R)-[10-amino-1(S)-ethoxycarbonyldecyl]amino-4-oxo... Run in petroleum ether, CCOCC (ether). Reactants: C(C)(C)(C)OC(=O)NCCCCCCCCC[C@@H](C(=O)OCC)N[C@H]1CSC2=C(N(C1=O)CC(=O)OC(C)(C)C)C=CC=C2 (tert-butyl 3(R)-[10-tert-butoxycarbonylamino-1(S)-ethoxycarbonyldecyl]amino-4-oxo-2,3,4,5-tetrahydro-1,5-benzothiazepine-5-acetate), C(C)(=O)OCC.Cl (hydrogen chloride-ethyl acetate). Product: Cl.Cl.NCCCCCCCCC[C@@H](C(=O)OCC)N[C@H]1CSC2=C(N(C1=O)CC(=O)O)C=CC=C2 (3(R)-[10-amino-1(S)-ethoxycarbonyldecyl]amino-4-oxo-2,3,4,5-tetrahydro-1,5-benzothiazepine-5-acetic acid dihydrochloride). Reaction SMILES: C(OC([NH:8][CH2:9][CH2:10][CH2:11][CH2:12][CH2:13][CH2:14][CH2:15][CH2:16][CH2:17][C@H:18]([NH:24][C@@H:25]1[C:31](=[O:32])[N:30]([CH2:33][C:34]([O:36]C(C)(C)C)=[O:35])[C:29]2[CH:41]=[CH:42][CH:43]=[CH:44][C:28]=2[S:27][CH2:26]1)[C:19]([O:21][CH2:22][CH3:23])=[O:20])=O)(C)(C)C.C(OCC)(=O)C.[ClH:51]>CCOCC>[ClH:51].[ClH:51].[NH2:8][CH2:9][CH2:10][CH2:11][CH2:12][CH2:13][CH2:14][CH2:15][CH2:16][CH2:17][C@H:18]([NH:24][C@@H:25]1[C:31](=[O:32])[N:30]([CH2:33][C:34]([OH:36])=[O:35])[C:29]2[CH:41]=[CH:42][CH:43]=[CH:44][C:28]=2[S:27][CH2:26]1)[C:19]([O:21][CH2:22][CH3:23])=[O:20] |f:1.2,4.5.6|.